From a dataset of the Open Reaction Database (ORD), a public repository of structured organic reaction records. describe an organic reaction: reactants, conditions, products, and yield The reactants are COC=1C=2N(C=C(C1)C=1C=NN(C1)C)N=CC2C#CC2=CC(=NC=C2)N (4-{[4-methoxy-6-(1-methyl-1H-pyrazol-4-yl)pyrazolo[1,5-a]pyridin-3-yl]ethynyl}pyridin-2-amine). The reagents and catalysts are [OH-].[OH-].[Pd+2] (palladium hydroxide on carbon). The solvent is C(C)O (ethanol). Conditions: time 7 hour. The product is COC=1C=2N(C=C(C1)C=1C=NN(C1)C)N=CC2CCC2=CC(=NC=C2)N (4-{2-[4-methoxy-6-(1-methyl-1H-pyrazol-4-yl)pyrazolo[1,5-a]pyridin-3-yl]ethyl}pyridin-2-amine). Reaction SMILES: [CH3:1][O:2][C:3]1[C:4]2[N:5]([N:15]=[CH:16][C:17]=2[C:18]#[C:19][C:20]2[CH:25]=[CH:24][N:23]=[C:22]([NH2:26])[CH:21]=2)[CH:6]=[C:7]([C:9]2[CH:10]=[N:11][N:12]([CH3:14])[CH:13]=2)[CH:8]=1>C(O)C.[OH-].[OH-].[Pd+2]>[CH3:1][O:2][C:3]1[C:4]2[N:5]([N:15]=[CH:16][C:17]=2[CH2:18][CH2:19][C:20]2[CH:25]=[CH:24][N:23]=[C:22]([NH2:26])[CH:21]=2)[CH:6]=[C:7]([C:9]2[CH:10]=[N:11][N:12]([CH3:14])[CH:13]=2)[CH:8]=1 |f:2.3.4|. Procedure details: To a solution of 4-{[4-methoxy-6-(1-methyl-1H-pyrazol-4-yl)pyrazolo[1,5-a]pyridin-3-yl]ethynyl}pyridin-2-amine (8.3 mg, 0.024 mmol) in ethanol (1 ml) was added palladium hydroxide on carbon (8 mg, 5.70 μmmol, 20 wt %). The reaction system was placed under an atmosphere of hydrogen (balloon) and stirred at ambient temperature for 7 hours. The mixture was filtered through a 45 min syringe filter and washed with EtOH. The filtrate was concentrated and the residue was purified by preparative HPLC re...